Dataset: the Open Reaction Database (ORD), a public repository of structured organic reaction records. Task: describe an organic reaction: reactants, conditions, products, and yield Reactants: solution, C(C(=O)Cl)(=O)Cl (oxalyl chloride), N1=C(C=CC=C1C)C (2,6-lutidine), ClC=1C=C(C=CC1S(=O)(=O)C)[C@H](C(=O)NC1=NN(C=C1)C)CC1CCCC1 (3-[2(R)-(3-chloro-4-methanesulfonyl-phenyl)-3-cyclopentyl-propionylamino]-1-methyl-pyrazole), C(CC(C)C)N1N=C(C=C1)N (1-Iso-pentyl-1H-pyrazol-3-ylamine). Solvent: C(Cl)Cl (methylene chloride), C(Cl)Cl (methylene chloride), C(Cl)Cl (methylene chloride), C(Cl)Cl (methylene chloride). Run at temperature 25 celsius, time 1 hour. The product is ClC=1C=C(C=CC1S(=O)(=O)C)[C@H](C(=O)NC1=NN(C=C1)CCC(C)C)CC1CCCC1 (2-(R)-(3-chloro-4-methanesulfonyl-phenyl)-3-cyclopentyl-N-(1-iso-pentyl-1H-pyrazol-3-yl)-propionamide). Isolated yield 56.6%. Reaction SMILES: [Cl:1][C:2]1[CH:3]=[C:4]([C@@H:12]([CH2:22][CH:23]2[CH2:27][CH2:26][CH2:25][CH2:24]2)[C:13]([NH:15][C:16]2[CH:20]=[CH:19][N:18]([CH3:21])[N:17]=2)=[O:14])[CH:5]=[CH:6][C:7]=1[S:8]([CH3:11])(=[O:10])=[O:9].C(Cl)(=O)C(Cl)=O.N1C(C)=CC=CC=1C.C(N1C=CC(N)=N1)[CH2:43][CH:44]([CH3:46])[CH3:45]>C(Cl)Cl>[Cl:1][C:2]1[CH:3]=[C:4]([C@@H:12]([CH2:22][CH:23]2[CH2:24][CH2:25][CH2:26][CH2:27]2)[C:13]([NH:15][C:16]2[CH:20]=[CH:19][N:18]([CH2:21][CH2:43][CH:44]([CH3:46])[CH3:45])[N:17]=2)=[O:14])[CH:5]=[CH:6][C:7]=1[S:8]([CH3:11])(=[O:10])=[O:9]. Procedure: 2(R)-(3-Chloro-4-methanesulfonyl-phenyl)-3-cyclopentyl-propionic acid (prepared as in PCT WO 2004/052869 A1, Example 1, 192 mg, 0.58 mmol) was dissolved in methylene chloride and a 2.0 M solution of oxalyl chloride in methylene chloride (211 mg, 0.64 mmol) was added. The reaction stirred at 25° C. for 1 h. The reaction was chilled to 0° C. under nitrogen and 2,6-lutidine (155 μL, 1.34 mmol) was added dropwise. The reaction became golden brown, the ice bath was removed and the reaction continued ...